From a dataset of the Open Reaction Database (ORD), a public repository of structured organic reaction records. describe an organic reaction: reactants, conditions, products, and yield The reactants are C(C)OC(CN1C(=NC=2C1=NC=CC2)C2=NC=CC=C2)=O (2-(2-pyridinyl)-3H-imidazo[4,5-b]pyridine-3-acetic acid ethyl ester), [OH-].[K+] (potassium hydroxide), C(C)O (ethanol). Run in O (water). The product is N1=C(C=CC=C1)C1=NC=2C(=NC=CC2)N1CC(=O)O (2-(2-Pyridinyl)-3H-imidazo[4,5-b]pyridine-3-acetic acid). The yield is 95.3%. RXN SMILES: C([O:3][C:4](=[O:21])[CH2:5][N:6]1[C:10]2=[N:11][CH:12]=[CH:13][CH:14]=[C:9]2[N:8]=[C:7]1[C:15]1[CH:20]=[CH:19][CH:18]=[CH:17][N:16]=1)C.[OH-].[K+].C(O)C>O>[N:16]1[CH:17]=[CH:18][CH:19]=[CH:20][C:15]=1[C:7]1[N:6]([CH2:5][C:4]([OH:21])=[O:3])[C:10]2=[N:11][CH:12]=[CH:13][CH:14]=[C:9]2[N:8]=1 |f:1.2|. Reported procedure: A solution of 2-(2-pyridinyl)-3H-imidazo[4,5-b]pyridine-3-acetic acid ethyl ester (18.0 g, 0.064 mole), potassium hydroxide pellets (5.6 g, 0.100 mole), 95% ethanol (250 ml) and water (10 ml) was refluxed for 11/2 hr. The solution was evaporated to 1/3 volume and then diluted with water (50 ml) and acidified with glacial acetic acid. Water (200 ml) was added and the mixture filtered after precipitation was complete, giving 15.5 g (96%) of a granular solid. Recrystallization of a 2.0-g portion tw... Starting materials: NC1=NC(=CC(=N1)N1CCC2(C[C@H](N(C2)C(=O)OCC2=CC=CC=C2)C(=O)OCC)CC1)O[C@@H](C(F)(F)F)C1=C(C=C(C=C1)C1=CC=CC=C1)N1N=C(C=C1)C ((S)-2-benzyl 3-ethyl 8-(2-amino-6-((R)-2,2,2-trifluoro-1-(3-(3-methyl-1H-pyrazol-1-yl)-[1,1′-biphenyl]-4-yl)ethoxy)pyrimidin-4-yl)-2,8-diazaspiro[4.5]decane-2,3-dicarboxylate). Reagents/catalysts: [Pd] (Pd/C). The solvent is CCOC(=O)C (EtOAc). Yields the product NC1=NC(=CC(=N1)N1CCC2(C[C@H](NC2)C(=O)OCC)CC1)O[C@@H](C(F)(F)F)C1=C(C=C(C=C1)C1=CC=CC=C1)N1N=C(C=C1)C ((S)-ethyl 8-(2-amino-6-((R)-2,2,2-trifluoro-1-(3-(3-methyl-1H-pyrazol-1-yl)-[1,1′-biphenyl]-4-yl)ethoxy)pyrimidin-4-yl)-2,8-diazaspiro[4.5]decane-3-carboxylate). RXN SMILES: [NH2:1][C:2]1[N:7]=[C:6]([N:8]2[CH2:32][CH2:31][C:11]3([CH2:15][N:14](C(OCC4C=CC=CC=4)=O)[C@H:13]([C:26]([O:28][CH2:29][CH3:30])=[O:27])[CH2:12]3)[CH2:10][CH2:9]2)[CH:5]=[C:4]([O:33][C@H:34]([C:39]2[CH:44]=[CH:43][C:42]([C:45]3[CH:50]=[CH:49][CH:48]=[CH:47][CH:46]=3)=[CH:41][C:40]=2[N:51]2[CH:55]=[CH:54][C:53]([CH3:56])=[N:52]2)[C:35]([F:38])([F:37])[F:36])[N:3]=1>CCOC(C)=O.[Pd]>[NH2:1][C:2]1[N:7]=[C:6]([N:8]2[CH2:32][CH2:31][C:11]3([CH2:15][NH:14][C@H:13]([C:26]([O:28][CH2:29][CH3:30])=[O:27])[CH2:12]3)[CH2:10][CH2:9]2)[CH:5]=[C:4]([O:33][C@H:34]([C:39]2[CH:44]=[CH:43][C:42]([C:45]3[CH:46]=[CH:47][CH:48]=[CH:49][CH:50]=3)=[CH:41][C:40]=2[N:51]2[CH:55]=[CH:54][C:53]([CH3:56])=[N:52]2)[C:35]([F:38])([F:37])[F:36])[N:3]=1. Procedure: A solution of (S)-2-benzyl 3-ethyl 8-(2-amino-6-((R)-2,2,2-trifluoro-1-(3-(3-methyl-1H-pyrazol-1-yl)-[1,1′-biphenyl]-4-yl)ethoxy)pyrimidin-4-yl)-2,8-diazaspiro[4.5]decane-2,3-dicarboxylate (240 mg, 0.4 mmol, Step 3) in EtOAc (5 mL) was hydrogenated using an H-Cube apparatus and a 10% (w/w) Pd/C cartridge with a flow rate of 1.0 mL/min at RT. Purification on normal phase silica gel (EtOAc/heptane) provided (S)-ethyl 8-(2-amino-6-((R)-2,2,2-trifluoro-1-(3-(3-methyl-1H-pyrazol-1-yl)-[1,1′-biphenyl]...